Dataset: the Open Reaction Database (ORD), a public repository of structured organic reaction records. Task: describe an organic reaction: reactants, conditions, products, and yield Starting materials: ClC(C)C (2-chloropropane), C1=CC=CC2=CC=CC=C12.ClC(C)C (naphthalene 2-chloropropane). The product is C(C)(C)C1=CC=CC2=CC=CC=C12 (isopropylnaphthalene). As a reaction SMILES: Cl[CH:2]([CH3:4])[CH3:3].[CH:5]1[C:14]2[C:9](=[CH:10][CH:11]=[CH:12][CH:13]=2)[CH:8]=[CH:7][CH:6]=1.ClC(C)C>>[CH:2]([C:13]1[C:14]2[C:9](=[CH:8][CH:7]=[CH:6][CH:5]=2)[CH:10]=[CH:11][CH:12]=1)([CH3:4])[CH3:3] |f:1.2|. Procedure: Reaction was carried out as in Example 4, but using 2-chloropropane as the alkylating agent with a molar ratio of naphthalene/2-chloropropane of 1:0.8. Yield of isopropylnaphthalene obtained was 54%, with an isomer distribution of 98% β- and 2% α-isopropylnaphthalene. Reactants: O=c1c(Cc2cccnc2)cn2c3ccc(Br)cc3c3cc(O)cc1c32, OCCCBr, O=C([O-])[O-], CS(C)=O, [K+], [K+], O. The product is O=c1c(Cc2cccnc2)cn2c3ccc(Br)cc3c3cc(OCCCO)cc1c32. RXN SMILES: [Br:1][c:2]1[cH:3][cH:4][c:5]2[n:6]3[c:7]4[c:8]([cH:9][c:10]([OH:15])[cH:11][c:12]4[c:13]2[cH:14]1)[c:16](=[O:26])[c:17]([CH2:19][c:20]1[cH:21][n:22][cH:23][cH:24][cH:25]1)[cH:18]3.[Br:33][CH2:34][CH2:35][CH2:36][OH:37].[C:27](=[O:28])([O-:29])[O-:30].[CH3:39][S:40](=[O:41])[CH3:42].[K+:31].[K+:32].[OH2:38]>>[Br:1][c:2]1[cH:3][cH:4][c:5]2[n:6]3[c:7]4[c:8]([cH:9][c:10]([O:15][CH2:34][CH2:35][CH2:36][OH:37])[cH:11][c:12]4[c:13]2[cH:14]1)[c:16](=[O:26])[c:17]([CH2:19][c:20]1[cH:21][n:22][cH:23][cH:24][cH:25]1)[cH:18]3. Starting materials: CCN(C(C)C)C(C)C (DIPEA), Cl.FC1(CNC1)C(=O)OC (methyl 3-fluoroazetidine-3-carboxylate hydrochloride), C(CC)P1(OP(OP(O1)(=O)CCC)(=O)CCC)=O (T3P), FC(C=1C=C(C=C(C1)C(F)(F)F)C1=NN(C=N1)\C=C/C(=O)O)(F)F ((Z)-3-(3-(3,5-Bis(trifluoromethyl)phenyl)-1H-1,2,4-triazol-1-yl)acrylic acid). Run in C(Cl)Cl (DCM). Conditions: temperature -60 celsius, time 45 minute. Product: COC(=O)C1(CN(C1)C(\C=C/N1N=C(N=C1)C1=CC(=CC(=C1)C(F)(F)F)C(F)(F)F)=O)F ((Z)-methyl-1-(3-(3-(3,5-bis(trifluoromethyl)phenyl)-1H-1,2,4-triazol-1-yl)acryloyl)-3-fluoroazetidine-3-carboxylate). The yield is 24.0%. RXN SMILES: [F:1][C:2]([F:24])([F:23])[C:3]1[CH:4]=[C:5]([C:13]2[N:17]=[CH:16][N:15](/[CH:18]=[CH:19]\[C:20](O)=[O:21])[N:14]=2)[CH:6]=[C:7]([C:9]([F:12])([F:11])[F:10])[CH:8]=1.Cl.[F:26][C:27]1([C:31]([O:33][CH3:34])=[O:32])[CH2:30][NH:29][CH2:28]1.C(P1(=O)OP(CCC)(=O)OP(CCC)(=O)O1)CC.CCN(C(C)C)C(C)C>C(Cl)Cl>[CH3:34][O:33][C:31]([C:27]1([F:26])[CH2:30][N:29]([C:20](=[O:21])/[CH:19]=[CH:18]\[N:15]2[CH:16]=[N:17][C:13]([C:5]3[CH:6]=[C:7]([C:9]([F:10])([F:11])[F:12])[CH:8]=[C:3]([C:2]([F:23])([F:24])[F:1])[CH:4]=3)=[N:14]2)[CH2:28]1)=[O:32] |f:1.2|. Reported procedure: (Z)-3-(3-(3,5-Bis(trifluoromethyl)phenyl)-1H-1,2,4-triazol-1-yl)acrylic acid (0.20 g, 1.0 eq.) was dissolved in DCM (4 mL). The reaction mixture was cooled to −60° C., at which temperature methyl 3-fluoroazetidine-3-carboxylate hydrochloride (0.09 g, 1.2 eq.) and T3P (50% in EtOAc) (0.427 g, 1.2 eq.) were added, followed by DIPEA (0.146 g, 2 eq.). The clear reaction mixture was stirred at −60° C. for 45 min and concentrated under reduced pressure (25° C., 20 mm Hg) to afford the crude product, w... Reactants: ClC=1C=C(C=CC1)C#CC=1N=C(N(C1)C1=CC(NC=C1)=O)C (4-[4-(3-chloro-phenylethynyl)-2-methyl-imidazol-1-yl]-1H-pyridin-2-one), C([O-])([O-])=O.[K+].[K+] (potassium carbonate), CI (methyl iodide). Run in COCCOC (DME), C(C)(=O)OCC (ethyl acetate). Conditions: time 30 hour. The product is ClC=1C=C(C=CC1)C#CC=1N=C(N(C1)C1=CC(N(C=C1)C)=O)C (4-[4-(3-chloro-phenylethynyl)-2-methyl-imidazol-1-yl]-1-methyl-1H-pyridin-2-one). Isolated yield 59.5%. Reaction SMILES: [Cl:1][C:2]1[CH:3]=[C:4]([C:8]#[C:9][C:10]2[N:11]=[C:12]([CH3:22])[N:13]([C:15]3[CH:20]=[CH:19][NH:18][C:17](=[O:21])[CH:16]=3)[CH:14]=2)[CH:5]=[CH:6][CH:7]=1.[C:23](=O)([O-])[O-].[K+].[K+].CI>COCCOC.C(OCC)(=O)C>[Cl:1][C:2]1[CH:3]=[C:4]([C:8]#[C:9][C:10]2[N:11]=[C:12]([CH3:22])[N:13]([C:15]3[CH:20]=[CH:19][N:18]([CH3:23])[C:17](=[O:21])[CH:16]=3)[CH:14]=2)[CH:5]=[CH:6][CH:7]=1 |f:1.2.3|. Reported procedure: To a solution of 85 mg (0.274 mmol) of 4-[4-(3-chloro-phenylethynyl)-2-methyl-imidazol-1-yl]-1H-pyridin-2-one in 6 ml of DME were added 76 mg (0.55 mmol) of potassium carbonate and 0.034 ml (0.55 mol) of methyl iodide. The suspension was stirred at room temperature for 30 h. The mixture was diluted with 20 ml of ethyl acetate, filtered and concentrated in vaccuo. After purification by flash chromatography on silicagel one obtains 53 mg (0.163 mmol, 60%) of the title compound, as a crystalline ye... Starting materials: COC(=O)CCCCBr, CS(C)=O, Cc1c(CC(N)=O)c2cc(O)ccc2n1Cc1ccccc1. The product is COC(=O)CCCCOc1ccc2c(c1)c(CC(N)=O)c(C)n2Cc1ccccc1. RXN SMILES: [CH3:23][O:24][C:25]([CH2:26][CH2:27][CH2:28][CH2:29][Br:30])=[O:31].[CH3:32][S:33]([CH3:34])=[O:35].[OH:1][c:2]1[cH:3][c:4]2[c:5]([CH2:19][C:20](=[O:21])[NH2:22])[c:6]([CH3:18])[n:7]([CH2:11][c:12]3[cH:13][cH:14][cH:15][cH:16][cH:17]3)[c:8]2[cH:9][cH:10]1>>[O:1]([c:2]1[cH:3][c:4]2[c:5]([CH2:19][C:20](=[O:21])[NH2:22])[c:6]([CH3:18])[n:7]([CH2:11][c:12]3[cH:13][cH:14][cH:15][cH:16][cH:17]3)[c:8]2[cH:9][cH:10]1)[CH2:29][CH2:28][CH2:27][CH2:26][C:25]([O:24][CH3:23])=[O:31].